Dataset: the Open Reaction Database (ORD), a public repository of structured organic reaction records. Task: describe an organic reaction: reactants, conditions, products, and yield The reactants are C(C(C)(C)C)(=O)OC[C@H](C=1C(=C2C=CC(=NC2=CC1C)OS(=O)(=O)C(F)(F)F)C1=CC=C(C=C1)Cl)OC(C)(C)C ((S)-2-tert-butoxy-2-(5-(4-chlorophenyl)-7-methyl-2-(trifluoromethylsulfonyloxy)quinolin-6-yl)ethyl pivalate), C(C(C)(C)C)(=O)OC[C@H](C=1C(=C2C=CC(=NC2=CC1C)OS(=O)(=O)C(F)(F)F)C1=CC=C(C=C1)Cl)OC(C)(C)C ((S)-2-tert-butoxy-2-(5-(4-chlorophenyl)-7-methyl-2-(trifluoromethylsulfonyloxy)quinolin-6-yl)ethyl pivalate), C(C(C)(C)C)(=O)OC[C@@H](OC(C)(C)C)C=1C(=C2C=CC(=NC2=CC1C)C1=CC=C(C=C1)Cl)C1=CC=C(C=C1)Cl ((S)-2-(2,5-bis(4-chlorophenyl)-7-methylquinolin-6-yl)-2-tert-butoxyethyl pivalate). The product is ClC1=CC=C(C=C1)C1=NC2=CC(=C(C(=C2C=C1)C1=CC=C(C=C1)Cl)[C@@H](CO)OC(C)(C)C)C ((S)-2-(2,5-Bis(4-chlorophenyl)-7-methylquinolin-6-yl)-2-tert-butoxyethanol). Reaction SMILES: C(OC[C@@H](OC(C)(C)C)C1C(C2C=CC(Cl)=CC=2)=C2C(=CC=1C)N=C(OS(C(F)(F)F)(=O)=O)C=C2)(=O)C(C)(C)C.C([O:47][CH2:48][C@H:49]([C:55]1[C:56]([C:73]2[CH:78]=[CH:77][C:76]([Cl:79])=[CH:75][CH:74]=2)=[C:57]2[C:62](=[CH:63][C:64]=1[CH3:65])[N:61]=[C:60]([C:66]1[CH:71]=[CH:70][C:69]([Cl:72])=[CH:68][CH:67]=1)[CH:59]=[CH:58]2)[O:50][C:51]([CH3:54])([CH3:53])[CH3:52])(=O)C(C)(C)C>>[Cl:72][C:69]1[CH:68]=[CH:67][C:66]([C:60]2[CH:59]=[CH:58][C:57]3[C:62](=[CH:63][C:64]([CH3:65])=[C:55]([C@H:49]([O:50][C:51]([CH3:53])([CH3:52])[CH3:54])[CH2:48][OH:47])[C:56]=3[C:73]3[CH:78]=[CH:77][C:76]([Cl:79])=[CH:75][CH:74]=3)[N:61]=2)=[CH:71][CH:70]=1. Procedure details: (S)-2-(2,5-Bis(4-chlorophenyl)-7-methylquinolin-6-yl)-2-tert-butoxyethanol was prepared following the procedure used to prepare compound (S)-2-tert-butoxy-2-(5-(4-chlorophenyl)-7-methyl-2-vinylquinolin-6-yl)ethanol (compound of Example 26), except that (S)-2-(2,5-bis(4-chlorophenyl)-7-methylquinolin-6-yl)-2-tert-butoxyethyl pivalate was used instead of (S)-2-tert-butoxy-2-(5-(4-chlorophenyl)-7-methyl-2-vinylquinolin-6-yl)ethyl pivalate. LCMS-ESI+ (m/z): 480.2, 482.2, 484.2 (M+H)+. Reactants: ClCC1=C2C(=NC=C1)N(C(=C2)C2=CN(C=1C2=NC(=C(C1)OC)OC)C)S(=O)(=O)C1=CC=C(C=C1)C (3-[4-chloromethyl-1-(toluene-4-sulfonyl)-1H-pyrrolo[2,3-b]pyridin-2-yl]-5,6-dimethoxy-1-methyl-1H-pyrrolo[3,2-b]pyridine), C1(=CC=CC=C1)O (phenol), C([O-])([O-])=O.[K+].[K+] (potassium carbonate). Solvent: C(C)#N (acetonitrile), O (water), ClCCl (dichloromethane). Run at temperature 80 celsius. The product is COC1=C(C=C2C(=N1)C(=CN2C)C2=CC=1C(=NC=CC1COC1=CC=CC=C1)N2S(=O)(=O)C2=CC=C(C=C2)C)OC (5,6-dimethoxy-1-methyl-3-[4-phenoxymethyl-1-(toluene-4-sulfonyl)-1H-pyrrolo[2,3-b]pyridin-2-yl]-1H-pyrrolo[3,2-b]pyridine). RXN SMILES: Cl[CH2:2][C:3]1[CH:8]=[CH:7][N:6]=[C:5]2[N:9]([S:26]([C:29]3[CH:34]=[CH:33][C:32]([CH3:35])=[CH:31][CH:30]=3)(=[O:28])=[O:27])[C:10]([C:12]3[C:16]4=[N:17][C:18]([O:23][CH3:24])=[C:19]([O:21][CH3:22])[CH:20]=[C:15]4[N:14]([CH3:25])[CH:13]=3)=[CH:11][C:4]=12.[C:36]1([OH:42])[CH:41]=[CH:40][CH:39]=[CH:38][CH:37]=1.C(=O)([O-])[O-].[K+].[K+]>C(#N)C.O.ClCCl>[CH3:24][O:23][C:18]1[N:17]=[C:16]2[C:12]([C:10]3[N:9]([S:26]([C:29]4[CH:30]=[CH:31][C:32]([CH3:35])=[CH:33][CH:34]=4)(=[O:27])=[O:28])[C:5]4=[N:6][CH:7]=[CH:8][C:3]([CH2:2][O:42][C:36]5[CH:41]=[CH:40][CH:39]=[CH:38][CH:37]=5)=[C:4]4[CH:11]=3)=[CH:13][N:14]([CH3:25])[C:15]2=[CH:20][C:19]=1[O:21][CH3:22] |f:2.3.4|. Procedure details: To a solution of 0.3 g of 3-[4-chloromethyl-1-(toluene-4-sulfonyl)-1H-pyrrolo[2,3-b]pyridin-2-yl]-5,6-dimethoxy-1-methyl-1H-pyrrolo[3,2-b]pyridine in 30 cm3 of acetonitrile, at a temperature in the region of 20° C., are added 0.066 cm3 of phenol and 0.486 g of potassium carbonate. The reaction medium is heated at 80° C. for 18 hours. After cooling, the reaction medium is filtered through a sinter funnel and the filtrate is concentrated under reduced pressure. The residue obtained is taken up in ... Reactants: [Cl-].O[NH3+] (hydroxylammonium chloride), C(O)([O-])=O.[Na+] (sodium hydrogencarbonate), CS(=O)C (dimethyl sulfoxide), C12(CC3CC(CC(C1)C3)C2)C(CN2C(N(C3=C(C2=O)C=C(S3)CC)CC3=CC=C(C=C3)C=3C(=CC=CC3)C#N)=O)=O (4′-{[3-[2-(1-adamantyl)-2-oxoethyl]-6-ethyl-2,4-dioxo-3,4-dihydrothieno[2,3-d]pyrimidin-1(2H)-yl]methyl}biphenyl-2-carbonitrile). The solvent is O (water), C(C)(=O)OCC (ethyl acetate). Run at temperature 50 celsius, time 30 minute. Product: C12(CC3CC(CC(C1)C3)C2)C(CN2C(N(C3=C(C2=O)C=C(S3)CC)CC3=CC=C(C=C3)C3=C(C=CC=C3)C3=NOC(N3)=O)=O)=O (3-[2-(1-adamantyl)-2-oxoethyl]-6-ethyl-1-{[2′-(5-oxo-4,5-dihydro-1,2,4-oxadiazol-3-yl)biphenyl-4-yl]methyl}thieno[2,3-d]pyrimidine-2,4(1H,3H)-dione). The yield is 61.2%. RXN SMILES: [Cl-].O[NH3+:3].[C:4](=[O:7])([O-])[OH:5].[Na+].CS(C)=O.[C:13]12([C:23](=[O:53])[CH2:24][N:25]3[C:30](=[O:31])[C:29]4[CH:32]=[C:33]([CH2:35][CH3:36])[S:34][C:28]=4[N:27]([CH2:37][C:38]4[CH:43]=[CH:42][C:41]([C:44]5[C:45]([C:50]#[N:51])=[CH:46][CH:47]=[CH:48][CH:49]=5)=[CH:40][CH:39]=4)[C:26]3=[O:52])[CH2:22][CH:17]3[CH2:18][CH:19]([CH2:21][CH:15]([CH2:16]3)[CH2:14]1)[CH2:20]2>O.C(OCC)(=O)C>[C:13]12([C:23](=[O:53])[CH2:24][N:25]3[C:30](=[O:31])[C:29]4[CH:32]=[C:33]([CH2:35][CH3:36])[S:34][C:28]=4[N:27]([CH2:37][C:38]4[CH:39]=[CH:40][C:41]([C:44]5[CH:49]=[CH:48][CH:47]=[CH:46][C:45]=5[C:50]5[NH:3][C:4](=[O:7])[O:5][N:51]=5)=[CH:42][CH:43]=4)[C:26]3=[O:52])[CH2:20][CH:19]3[CH2:21][CH:15]([CH2:16][CH:17]([CH2:18]3)[CH2:22]1)[CH2:14]2 |f:0.1,2.3|. Procedure details: A mixture of hydroxylammonium chloride (0.67 g), sodium hydrogencarbonate (1.02 g) and dimethyl sulfoxide (6 mL) was stirred at 50° C. for 30 min, 4′-{[3-[2-(1-adamantyl)-2-oxoethyl]-6-ethyl-2,4-dioxo-3,4-dihydrothieno[2,3-d]pyrimidin-1(2H)-yl]methyl}biphenyl-2-carbonitrile (0.68 g) was added, and the mixture was stirred at 90° C. for 20 hr. After allowing to cool to room temperature, ethyl acetate and water were added to the reaction mixture, and the mixture was extracted with ethyl acetate. Th... The reactants are O=C[C@H](O)[C@@H](O)[C@H](O)[C@H](O)CO (glucose), O (water). Run at time 90 minute. Yields the product O=C([C@H](O)[C@@H](O)[C@H](O)[C@H](O)CO)O (gluconic acid). Reaction SMILES: [O:1]=[CH:2][C@@H:3]([C@H:5]([C@@H:7]([C@@H:9]([CH2:11][OH:12])[OH:10])[OH:8])[OH:6])[OH:4].[OH2:13]>>[O:1]=[C:2]([OH:13])[C@@H:3]([C@H:5]([C@@H:7]([C@@H:9]([CH2:11][OH:12])[OH:10])[OH:8])[OH:6])[OH:4]. Reported procedure: To 200 g of Chinese milk vetch honey was added 300 g of water followed by addition of 0.5 g of an enzyme preparation containing glucose oxidase (60 units/mg) and catalase (390 units/mg) activities and the reaction was carried out at 23° C. under aerobic conditions for 90 minutes to provide a gluconic acid-containing honey. The result of assay of gluconic acid in this reaction mixture by high performance liquid chromatography is shown in Table 10. This product has a refreshing gustatory quality p... Starting materials: Cl (HCl), CC1=C(C=CC=C1)C1(CCNCC1)C=O (4-(methylphenyl)(4-piperidinyl)methanone), BrCCC1=CC=CC=C1 (2-bromoethyl benzene), CN(C)C=O (DMF), O (H2O). Run in CO.CCOC(=O)C (CH3OH EtOAc). Conditions: temperature 100 celsius, time 23 hour. Product: Cl.CC1=CC=C(C=C1)C(=O)C1CCN(CC1)CCC1=CC=CC=C1 ((4-methylphenyl)[1-(2-phenylethyl)-4-piperidinyl)-methanone hydrochloride). Reaction SMILES: [CH3:1][C:2]1[CH:7]=[CH:6][CH:5]=[CH:4][C:3]=1[C:8]1(C=O)[CH2:13][CH2:12][NH:11][CH2:10][CH2:9]1.Br[CH2:17][CH2:18][C:19]1[CH:24]=[CH:23][CH:22]=[CH:21][CH:20]=1.[OH2:25].[ClH:26].[CH3:27]N(C=O)C>CO.CCOC(C)=O>[ClH:26].[CH3:27][C:5]1[CH:4]=[CH:1][C:2]([C:3]([CH:8]2[CH2:9][CH2:10][N:11]([CH2:17][CH2:18][C:19]3[CH:24]=[CH:23][CH:22]=[CH:21][CH:20]=3)[CH2:12][CH2:13]2)=[O:25])=[CH:7][CH:6]=1 |f:5.6,7.8|. Reported procedure: A mixture containing 4-(methylphenyl)(4-piperidinyl)methanone (10.5 g, 0.052 mol), 2-bromoethyl benzene (11.1 g, 0.06 mol, 8.2 ml) in dry DMF (125 ml) was stirred at 100° C. for 23 h. The cooled reaction mixture was poured into H2O (600 ml) and extracted with toluene (4×200 ml). The extracts were washed with H2O (2×100 ml) saturated aqueous NaCl (100 ml) and dried over MgSO4. The mixture was filtered and the filtrate concentrated to a solid residue which was dissolved in dry Et2O and filtered. T...